Task: describe an organic reaction: reactants, conditions, products, and yield. Dataset: the Open Reaction Database (ORD), a public repository of structured organic reaction records Starting materials: CC(C)(C)[O-].[Na+] (NaOtBu), PTFE, BrC1=CC=CC=C1 (Bromobenzene), C(C)(=O)C1=CC=CC=C1 (acetophenone). The reagents and catalysts are C(C)(C)(C)P(C(C)(C)C)C(C)(C)C (tri-t-butylphosphine), CC(=O)[O-].CC(=O)[O-].[Pd+2] (Pd(OAc)2). Solvent: C1CCOC1 (THF), CCOCC (ether). Reaction conditions: temperature 25 celsius. Yields the product C1(=CC=CC=C1)C(CC1=CC=CC=C1)=O (1,2-Diphenyl-1-ethanone). Isolated yield 95.8%. RXN SMILES: CC([O-])(C)C.[Na+].Br[C:8]1[CH:13]=[CH:12][CH:11]=[CH:10][CH:9]=1.[C:14]([C:17]1[CH:22]=[CH:21][CH:20]=[CH:19][CH:18]=1)(=[O:16])[CH3:15]>C1COCC1.CCOCC.CC([O-])=O.CC([O-])=O.[Pd+2].C(P(C(C)(C)C)C(C)(C)C)(C)(C)C>[C:17]1([C:14](=[O:16])[CH2:15][C:8]2[CH:13]=[CH:12][CH:11]=[CH:10][CH:9]=2)[CH:22]=[CH:21][CH:20]=[CH:19][CH:18]=1 |f:0.1,6.7.8|. Procedure: Pd(OAc)2 (2.3 mg, 0.010 mmol), tri-t-butylphosphine (2.1 mg, 0.010 mmol) and NaOtBu (211 mg, 2.20 mmol) were suspended in 1 mL of THF in a screw-capped vial. The vial was sealed with a cap containing a PTFE septum and removed from the dry box. Bromobenzene (157 mg, 1.00 mmol) and acetophenone (132 mg, 1.10 mmol) were added to the reaction mixture by syringe. The reaction mixture was stirred at 25° C. and monitored by GC analysis. The crude reaction was diluted with ether and washed with 1N HCl, ... The reactants are C(C)(C)[Mg]Cl (isopropylmagnesium chloride), IC=1C=C(C(=O)OCC)C=CC1 (ethyl 3-iodobenzoate), FC1=CC=C(C=C1)C=1N=CN2C[C@@]3([C@H](CCCC3=CC21)C=O)C ((5aR,6S)-1-(4-fluorophenyl)-5a-methyl-5,5a,6,7,8,9-hexahydroimidazo[1,5-b]isoquinoline-6-carbaldehyde). The solvent is C1CCOC1 (THF). Run at time 1 hour. The product is FC1=CC=C(C=C1)C=1N=CN2C[C@@]3([C@H](CCCC3=CC21)C(C=2C=C(C(=O)OCC)C=CC2)O)C (ethyl 3-(((5aR,6S)-1-(4-fluorophenyl)-5a-methyl-5,5a,6,7,8,9-hexahydroimidazo[1,5-b]isoquinolin-6-yl)(hydroxy)methyl)benzoate). Reaction SMILES: I[C:2]1[CH:3]=[C:4]([CH:10]=[CH:11][CH:12]=1)[C:5]([O:7][CH2:8][CH3:9])=[O:6].C([Mg]Cl)(C)C.[F:18][C:19]1[CH:24]=[CH:23][C:22]([C:25]2[N:26]=[CH:27][N:28]3[C:37]=2[CH:36]=[C:35]2[C@@:30]([CH3:40])([C@@H:31]([CH:38]=[O:39])[CH2:32][CH2:33][CH2:34]2)[CH2:29]3)=[CH:21][CH:20]=1>C1COCC1>[F:18][C:19]1[CH:24]=[CH:23][C:22]([C:25]2[N:26]=[CH:27][N:28]3[C:37]=2[CH:36]=[C:35]2[C@@:30]([CH3:40])([C@@H:31]([CH:38]([OH:39])[C:2]4[CH:3]=[C:4]([CH:10]=[CH:11][CH:12]=4)[C:5]([O:7][CH2:8][CH3:9])=[O:6])[CH2:32][CH2:33][CH2:34]2)[CH2:29]3)=[CH:21][CH:20]=1. Procedure details: To a stirred solution of ethyl 3-iodobenzoate (0.17 mL, 1 mmol) in anhydrous THF (2 mL) cooled in an acetonitrile-dry ice bath was added isopropylmagnesium chloride solution (2M in THF, 0.5 mL, 1 mmol) dropwise under nitrogen. The reaction mixture was stirred at the same temperature for 30 min before (5aR,6S)-1-(4-fluorophenyl)-5a-methyl-5,5a,6,7,8,9-hexahydroimidazo[1,5-b]isoquinoline-6-carbaldehyde (Example 1g, 55 mg, 0.18 mmol) was added. The mixture was stirred in an acetonitrile-dry ice bat... The solvent is C1CCOC1 (THF). Procedure details: 14.1 ml (14.1 mMol) 4-Fluoro-phenylmagnesium chloride solution (IM in THF) were added over 10 minutes to a solution of 1.0 g (4.7 mMol) N-tert.-butyl-6-chloro-nicotinamide in 5.0 ml THF cooled to 0° C. and the reaction mixture was stirred 18 hours at 35° C. After cooling to 0° C., 1.14 ml (28.2 mMol) methanol were added over 20 minutes, followed, after 15 minutes, by 1.17 g (5.2 mMol) 2,3-dichloro-5,6-dicyano-1,4-benzoquinone. After 30 minutes at room temperature, the brown solution was concentr... The product is C(C)(C)(C)NC(C1=CN=C(C=C1C1=CC=C(C=C1)F)Cl)=O (N-tert.-butyl-6-chloro-4-p-fluoro-phenyl-nicotinamide). RXN SMILES: [F:1][C:2]1[CH:7]=[CH:6][C:5]([Mg]Cl)=[CH:4][CH:3]=1.[C:10]([NH:14][C:15](=[O:23])[C:16]1[CH:21]=[CH:20][C:19]([Cl:22])=[N:18][CH:17]=1)([CH3:13])([CH3:12])[CH3:11].CO.ClC1C(=O)C(C#N)=C(C#N)C(=O)C=1Cl>C1COCC1>[C:10]([NH:14][C:15](=[O:23])[C:16]1[C:21]([C:5]2[CH:6]=[CH:7][C:2]([F:1])=[CH:3][CH:4]=2)=[CH:20][C:19]([Cl:22])=[N:18][CH:17]=1)([CH3:13])([CH3:11])[CH3:12]. The yield is 47.9%. The reactants are ClC=1C(C(=C(C(C1Cl)=O)C#N)C#N)=O (2,3-dichloro-5,6-dicyano-1,4-benzoquinone), FC1=CC=C(C=C1)[Mg]Cl (4-Fluoro-phenylmagnesium chloride), C(C)(C)(C)NC(C1=CN=C(C=C1)Cl)=O (N-tert.-butyl-6-chloro-nicotinamide), CO (methanol). Conditions: temperature 0 celsius, time 18 hour. The reactants are imine, COC(=O)C=1N(C=C(C1)Cl)N (1-amino-4-chloro-1H-pyrrole-2-carboxylic acid methyl ester), C1(=CC=CC=C1)C1=CC=C(C=O)C=C1 (4-phenyl benzaldehyde). Run in CO (methanol). The product is COC(=O)C=1N(C=C(C1)Cl)N=CC1=CC=C(C=C1)C1=CC=CC=C1 (1-[(Biphenyl-4-ylmethylene)-amino]-4-chloro-1H-pyrrole-2-carboxylic acid methyl ester). Reaction SMILES: [CH3:1][O:2][C:3]([C:5]1[N:6]([NH2:11])[CH:7]=[C:8]([Cl:10])[CH:9]=1)=[O:4].[C:12]1([C:18]2[CH:25]=[CH:24][C:21]([CH:22]=O)=[CH:20][CH:19]=2)[CH:17]=[CH:16][CH:15]=[CH:14][CH:13]=1>CO>[CH3:1][O:2][C:3]([C:5]1[N:6]([N:11]=[CH:22][C:21]2[CH:24]=[CH:25][C:18]([C:12]3[CH:13]=[CH:14][CH:15]=[CH:16][CH:17]=3)=[CH:19][CH:20]=2)[CH:7]=[C:8]([Cl:10])[CH:9]=1)=[O:4]. Procedure details: Prepared according to the imine formation condition used in Example 18 step b) from 1-amino-4-chloro-1H-pyrrole-2-carboxylic acid methyl ester and 4-phenyl benzaldehyde in refluxing methanol for 12 h. 1H NMR (CDCl3, δ in ppm): 8.43 (s, 1H), 7.91 (d, 2H, J=8.4 Hz), 7.68 (d, 2H, J=8.4 Hz), 7.66-7.16 (m, 5H), 7.20 (d, 1H, J=2.2 Hz), 6.90 (d, 1H, J=1.8 Hz), 3.84 (s, 3H). Reactants: CN1C2CCCC1CNC2, CCN(C(C)C)C(C)C, O=[N+]([O-])c1ccc2nc(Cl)ccc2c1, C1COCCO1. The product is CN1C2CCCC1CN(c1ccc3cc([N+](=O)[O-])ccc3n1)C2. RXN SMILES: [CH3:1][N:2]1[CH:3]2[CH2:4][NH:5][CH2:6][CH:7]1[CH2:8][CH2:9][CH2:10]2.[CH:25]([N:26]([CH2:27][CH3:28])[CH:29]([CH3:30])[CH3:31])([CH3:32])[CH3:33].[Cl:11][c:12]1[n:13][c:14]2[cH:15][cH:16][c:17]([N+:22](=[O:23])[O-:24])[cH:18][c:19]2[cH:20][cH:21]1.[O:34]1[CH2:35][CH2:36][O:37][CH2:38][CH2:39]1>>[CH3:1][N:2]1[CH:3]2[CH2:4][N:5]([c:12]3[n:13][c:14]4[cH:15][cH:16][c:17]([N+:22](=[O:23])[O-:24])[cH:18][c:19]4[cH:20][cH:21]3)[CH2:6][CH:7]1[CH2:8][CH2:9][CH2:10]2. Procedure details: To a solution of compound 288 (0.33 g, 0.581 mmol) in DCM (11.6 mL) was added TFA (0.53 mL, 6.98 mmol, 12 eq.). The reaction mixture was stirred at r.t. for 24 h, concentrated and the residue was purified by Biotage SPI Flash Purification System (eluent a gradient DCM/MeOH/NH4OH, 95/5/0.1 to 9/1/0.2) to afford 289 as a white solid (0.256 g, 0.548 mmol, 94% yield). Characterization of compound 289 is provided in the Table 6. Starting materials: FC1=C(OC2=C3C(=NC=C2)C=C(S3)C3=CC=C(C=N3)CN(C(OC(C)(C)C)=O)CCOC)C=CC(=C1)NC(=O)N (tert-butyl (6-(7-(2-fluoro-4-ureidophenoxy)thieno[3,2-b]pyridin-2-yl)pyridin-3-yl)methyl(2-methoxyethyl)carbamate), C(=O)(C(F)(F)F)O (TFA). Reaction conditions: time 24 hour. Yield: 94.3%. Yields the product FC=1C=C(C=CC1OC1=C2C(=NC=C1)C=C(S2)C2=NC=C(C=C2)CNCCOC)NC(=O)N (1-(3-fluoro-4-(2-(5-((2-methoxyethylamino)methyl)pyridin-2-yl)thieno[3,2-b]pyridine-7-yloxy)phenyl)urea). The solvent is C(Cl)Cl (DCM). RXN SMILES: [F:1][C:2]1[CH:36]=[C:35]([NH:37][C:38]([NH2:40])=[O:39])[CH:34]=[CH:33][C:3]=1[O:4][C:5]1[CH:10]=[CH:9][N:8]=[C:7]2[CH:11]=[C:12]([C:14]3[N:19]=[CH:18][C:17]([CH2:20][N:21]([CH2:29][CH2:30][O:31][CH3:32])C(=O)OC(C)(C)C)=[CH:16][CH:15]=3)[S:13][C:6]=12.C(O)(C(F)(F)F)=O>C(Cl)Cl>[F:1][C:2]1[CH:36]=[C:35]([NH:37][C:38]([NH2:40])=[O:39])[CH:34]=[CH:33][C:3]=1[O:4][C:5]1[CH:10]=[CH:9][N:8]=[C:7]2[CH:11]=[C:12]([C:14]3[CH:15]=[CH:16][C:17]([CH2:20][NH:21][CH2:29][CH2:30][O:31][CH3:32])=[CH:18][N:19]=3)[S:13][C:6]=12.